This data is from the Open Reaction Database (ORD), a public repository of structured organic reaction records. The task is: describe an organic reaction: reactants, conditions, products, and yield The reactants are [OH-].[Na+] (sodium hydroxide), Cl (hydrochloric acid), C(C)(C)(C)C=1C=C(C=CC1N(CC)CC)C(COC1=CC=C(C(=O)OC)C=C1)=NO (methyl 4-[2-(3-tert-butyl-4-diethylaminophenyl)-2-hydroxyiminoethoxy]benzoate), [Cl-].[NH4+] (ammonium chloride). Solvent: O (water), CO (methanol), C1CCOC1 (THF). Reaction conditions: time 12 hour. Yields the product C(C)(C)(C)C=1C=C(C=CC1N(CC)CC)C(COC1=CC=C(C(=O)O)C=C1)=NO (4-[2-(3-tert-Butyl-4-diethylaminophenyl)-2-hydroxyiminoethoxy]benzoic acid). Reaction SMILES: [C:1]([C:5]1[CH:6]=[C:7]([C:16](=[N:29][OH:30])[CH2:17][O:18][C:19]2[CH:28]=[CH:27][C:22]([C:23]([O:25]C)=[O:24])=[CH:21][CH:20]=2)[CH:8]=[CH:9][C:10]=1[N:11]([CH2:14][CH3:15])[CH2:12][CH3:13])([CH3:4])([CH3:3])[CH3:2].[OH-].[Na+].[Cl-].[NH4+].Cl>C1COCC1.O.CO>[C:1]([C:5]1[CH:6]=[C:7]([C:16](=[N:29][OH:30])[CH2:17][O:18][C:19]2[CH:20]=[CH:21][C:22]([C:23]([OH:25])=[O:24])=[CH:27][CH:28]=2)[CH:8]=[CH:9][C:10]=1[N:11]([CH2:12][CH3:13])[CH2:14][CH3:15])([CH3:3])([CH3:4])[CH3:2] |f:1.2,3.4|. Procedure: 550 mg (1.4 mmol) of methyl 4-[2-(3-tert-butyl-4-diethylaminophenyl)-2-hydroxyiminoethoxy]benzoate are dissolved in 10 ml of THF. 1 ml of methanol is added, followed by addition of 164 mg (4 mmol) of powdered sodium hydroxide and 100 μl water. The reaction medium is stirred at room temperature for 12 hours and then treated with saturated ammonium chloride solution. The aqueous phase is returned to pH 5 by adding 1N hydrochloric acid, and is extracted twice with ethyl acetate. The residue obtaine... Product: CC=1N=C(OC1C(C)O)C1=CC=C(C=C1)C(F)(F)F (1-[4-Methyl-2-(4-trifluoromethyl-phenyl)-oxazol-5-yl]-ethanol). The solvent is O1CCCC1 (tetrahydrofuran). Reactants: [Cl-].[NH4+] (ammonium chloride), CC=1N=C(OC1C=O)C1=CC=C(C=C1)C(F)(F)F (4-methyl-2-(4-trifluoromethyl-phenyl)-oxazole-5-carbaldehyde), C[Mg]Br (methyl magnesium bromide), C[Mg]Br (Methyl magnesium bromide). RXN SMILES: [CH3:1][C:2]1[N:3]=[C:4]([C:9]2[CH:14]=[CH:13][C:12]([C:15]([F:18])([F:17])[F:16])=[CH:11][CH:10]=2)[O:5][C:6]=1[CH:7]=[O:8].[CH3:19][Mg]Br.[Cl-].[NH4+]>O1CCCC1>[CH3:1][C:2]1[N:3]=[C:4]([C:9]2[CH:10]=[CH:11][C:12]([C:15]([F:18])([F:16])[F:17])=[CH:13][CH:14]=2)[O:5][C:6]=1[CH:7]([OH:8])[CH3:19] |f:2.3|. Procedure details: A solution of 4-methyl-2-(4-trifluoromethyl-phenyl)-oxazole-5-carbaldehyde (1.32 g, 5.16 mmol) and 50 mL tetrahydrofuran is stirred at 0° C. Methyl magnesium bromide (2.2 mL, 6.71 mmol, 3M) is added dropwise and the resulting mixture is allowed to stir at room temperature 30 min. The reaction is not complete, so an additional amount of methyl magnesium bromide (1 mL, 3 mmol) is added and the reaction stirred an additional 1 hr at room temperature. The mixture is cooled on an ice/water bath and a... Conditions: time 30 minute.